This data is from the Open Reaction Database (ORD), a public repository of structured organic reaction records. The task is: describe an organic reaction: reactants, conditions, products, and yield The reactants are CC(C)(C)OC(=O)CBr, COCCOC, COC(=O)c1ccc(O)c(F)c1, [H-], [Na+]. Yields the product COC(=O)c1ccc(OCC(=O)OC(C)(C)C)c(F)c1. Reaction SMILES: [Br:15][CH2:16][C:17](=[O:18])[O:19][C:20]([CH3:21])([CH3:22])[CH3:23].[CH2:24]([CH2:25][O:26][CH3:27])[O:28][CH3:29].[CH3:1][O:2][C:3]([c:4]1[cH:5][c:6]([F:11])[c:7]([OH:10])[cH:8][cH:9]1)=[O:12].[H-:14].[Na+:13]>>[CH3:1][O:2][C:3]([c:4]1[cH:5][c:6]([F:11])[c:7]([O:10][CH2:16][C:17](=[O:18])[O:19][C:20]([CH3:21])([CH3:22])[CH3:23])[cH:8][cH:9]1)=[O:12]. Starting materials: NC1=NC(=NC(=N1)OC)C (2-amino-4-methoxy-6-methyl-1,3,5-triazine), BrC=1C(=CSC1)S(=O)(=O)N=C=O (4-bromo-3-thiophenesulfonyl isocyanate). Run in O1CCCC1 (tetrahydrofuran), O1CCCC1 (tetrahydrofuran). Run at temperature 10 celsius. The product is BrC=1C(=CSC1)S(=O)(=O)NC(=O)NC1=NC(=NC(=N1)OC)C (4-Bromo-N-[(4-methoxy-6-methyl-1,3,5-triazin-2-yl)-aminocarbonyl]-3-thiophenesulfonamide). As a reaction SMILES: [NH2:1][C:2]1[N:7]=[C:6]([O:8][CH3:9])[N:5]=[C:4]([CH3:10])[N:3]=1.[Br:11][C:12]1[C:13]([S:17]([N:20]=[C:21]=[O:22])(=[O:19])=[O:18])=[CH:14][S:15][CH:16]=1>O1CCCC1>[Br:11][C:12]1[C:13]([S:17]([NH:20][C:21]([NH:1][C:2]2[N:7]=[C:6]([O:8][CH3:9])[N:5]=[C:4]([CH3:10])[N:3]=2)=[O:22])(=[O:18])=[O:19])=[CH:14][S:15][CH:16]=1. Reported procedure: To 1.1 g of 2-amino-4-methoxy-6-methyl-1,3,5-triazine in 20 ml of tetrahydrofuran was added 2 g of 4-bromo-3-thiophenesulfonyl isocyanate in 5 ml of tetrahydrofuran. The mixture was then stirred and warmed on a steam bath for 15 minutes and allowed to stir at ambient temperature for 70 hours. It was then heated to reflux for 2 hours, cooled to 10° C., filtered and the filtrate evaporated. The residual oil was triturated to yield the desired product as a solid which after recrystallization from a...